This data is from the Open Reaction Database (ORD), a public repository of structured organic reaction records. The task is: describe an organic reaction: reactants, conditions, products, and yield Starting materials: C12(CC3CC(CC(C1)C3)C2)CO (1-adamantanemethanol), ClC=1C=NNC1 (4-chloro-1H-pyrazole), CC1=NNC(=C1B1OC(C(O1)(C)C)(C)C)C (3,5-dimethyl-4-(4,4,5,5-tetramethyl-1,3,2-dioxaborolan-2-yl)-1H-pyrazole). Yields the product C12(OC3CC(CC(C1)C3)C2)CN2N=CC(=C2)Cl (1-(2-oxatricyclo[3.3.1.13,7]dec-1-ylmethyl)-4-chloro-1H-pyrazole). RXN SMILES: [C:1]12([CH2:11]O)[CH2:10][CH:5]3[CH2:6][CH:7]([CH2:9][CH:3]([CH2:4]3)C1)[CH2:8]2.[Cl:13][C:14]1[CH:15]=[N:16][NH:17][CH:18]=1.CC1C(B2OC(C)(C)C(C)(C)[O:26]2)=C(C)NN=1>>[C:1]12([CH2:11][N:16]3[CH:15]=[C:14]([Cl:13])[CH:18]=[N:17]3)[CH2:8][CH:7]3[CH2:6][CH:5]([CH2:4][CH:3]([CH2:9]3)[O:26]1)[CH2:10]2. Procedure details: The title compound was prepared by substituting EXAMPLE 13A for 1-adamantanemethanol and 4-chloro-1H-pyrazole for 3,5-dimethyl-4-(4,4,5,5-tetramethyl-1,3,2-dioxaborolan-2-yl)-1H-pyrazole in EXAMPLE 2A. Product: CNCCCOc1ccc(C2CCN(C(=O)OC(C)(C)C)CC2OCc2ccc3ccccc3c2)cc1. Reactants: CC(C)(C)OC(=O)N1CCC(c2ccc(OCCCOS(C)(=O)=O)cc2)C(OCc2ccc3ccccc3c2)C1, CN, CCO. RXN SMILES: [CH3:1][S:2]([O:3][CH2:6][CH2:7][CH2:8][O:9][c:10]1[cH:11][cH:12][c:13]([CH:16]2[CH:17]([O:29][CH2:30][c:31]3[cH:32][c:33]4[cH:34][cH:35][cH:36][cH:37][c:38]4[cH:39][cH:40]3)[CH2:18][N:19]([C:22](=[O:23])[O:24][C:25]([CH3:26])([CH3:27])[CH3:28])[CH2:20][CH2:21]2)[cH:14][cH:15]1)(=[O:4])=[O:5].[CH3:41][NH2:42].[CH3:43][CH2:44][OH:45]>>[CH2:6]([CH2:7][CH2:8][O:9][c:10]1[cH:11][cH:12][c:13]([CH:16]2[CH:17]([O:29][CH2:30][c:31]3[cH:32][c:33]4[cH:34][cH:35][cH:36][cH:37][c:38]4[cH:39][cH:40]3)[CH2:18][N:19]([C:22](=[O:23])[O:24][C:25]([CH3:26])([CH3:27])[CH3:28])[CH2:20][CH2:21]2)[cH:14][cH:15]1)[NH:42][CH3:41]. Starting materials: CCOC(=O)Cn1c(=O)oc2ccc(OC)cc21, [Li+], C1CCOC1, [OH-], O. Product: COc1ccc2oc(=O)n(CC(=O)O)c2c1. As a reaction SMILES: [CH3:1][O:2][c:3]1[cH:4][cH:5][c:6]2[c:7]([n:8]([CH2:12][C:13](=[O:14])[O:15][CH2:16][CH3:17])[c:9](=[O:11])[o:10]2)[cH:18]1.[Li+:20].[O:21]1[CH2:22][CH2:23][CH2:24][CH2:25]1.[OH-:19].[OH2:26]>>[CH3:1][O:2][c:3]1[cH:4][cH:5][c:6]2[c:7]([n:8]([CH2:12][C:13](=[O:14])[OH:15])[c:9](=[O:11])[o:10]2)[cH:18]1. RXN SMILES: [F:1][C:2]1[CH:7]=[C:6]([I:8])[CH:5]=[CH:4][C:3]=1[NH:9][C:10]1[C:18]([CH3:19])=[N:17][CH:16]=[CH:15][C:11]=1[C:12](O)=[O:13].C([O-])(=O)C.[NH4+:24]>>[F:1][C:2]1[CH:7]=[C:6]([I:8])[CH:5]=[CH:4][C:3]=1[NH:9][C:10]1[C:18]([CH3:19])=[N:17][CH:16]=[CH:15][C:11]=1[C:12]([NH2:24])=[O:13] |f:1.2|. Yields the product FC1=C(C=CC(=C1)I)NC1=C(C(=O)N)C=CN=C1C (3-(2-Fluoro-4-iodo-phenylamino)-2-methyl-isonicotinamide). The reactants are FC1=C(C=CC(=C1)I)NC1=C(C(=O)O)C=CN=C1C (3-[(2-fluoro-4-iodophenyl)amino]-2-methyl-isonicotinic acid), C(C)(=O)[O-].[NH4+] (ammonium acetate). Procedure: 3-(2-Fluoro-4-iodo-phenylamino)-2-methyl-isonicotinamide was synthesized according to the procedure for General Method 1, outlined above, starting with 0.2 mmol of 3-[(2-fluoro-4-iodophenyl)amino]-2-methyl-isonicotinic acid and 0.4 mmol of ammonium acetate. LC/MS [1.85 min; 372 (M+1)]. Starting materials: COC(=O)[C@@H]1[C@H](CC[C@@H]2[C@@H]1C[C@H]3C4=C(C=5C=CC=CC5N4)CCN3C2)O (corynantheine), CC[C@H]1CN2CCC=3C=4C=CC=CC4NC3[C@@H]2C[C@@H]1/C(=C/OC)/C(=O)OC (dihydrocorynantheine), [K+].[Br-] (KBr). Solvent: C(Cl)(Cl)Cl (chloroform). The product is CC[C@@H]1CN2CCC=3C=4C=CC=CC4NC3[C@@H]2C[C@@H]1/C(=C/OC)/C(=O)OC (corynantheidine). RXN SMILES: COC([C@H]1[C@H]2C[C@@H]3N(C[C@@H]2CC[C@@H]1O)CCC1C2C=CC=CC=2NC3=1)=O.[CH3:27][CH2:28][C@@H:29]1[C@@H:45](/[C:46](/[C:50]([O:52][CH3:53])=[O:51])=[CH:47]/[O:48][CH3:49])[CH2:44][C@@H:43]2[N:31]([CH2:32][CH2:33][C:34]3[C:35]4[CH:36]=[CH:37][CH:38]=[CH:39][C:40]=4[NH:41][C:42]=32)[CH2:30]1.[K+].[Br-]>C(Cl)(Cl)Cl>[CH3:27][CH2:28][C@H:29]1[C@@H:45](/[C:46](/[C:50]([O:52][CH3:53])=[O:51])=[CH:47]/[O:48][CH3:49])[CH2:44][C@@H:43]2[N:31]([CH2:32][CH2:33][C:34]3[C:35]4[CH:36]=[CH:37][CH:38]=[CH:39][C:40]=4[NH:41][C:42]=32)[CH2:30]1 |f:2.3|. Procedure: The yield amounts to 48.5%, referred to the total amount of corynantheine and dihydrocorynantheine used; m.p. 215°-226° C. (the substance partially sublimes with decomposition above 175° C.); [α]D20 : -25° (c=2; chloroform); IR spectrum (KBr): 1720 (CO), 3365 cm-1 (NH). Reactants: CC1CNCC1c1nc2c(cnn2C(C)C)c(=O)[nH]1, O=Cc1ccc2nccnc2c1. Product: CC1CN(Cc2ccc3nccnc3c2)CC1c1nc2c(cnn2C(C)C)c(=O)[nH]1. As a reaction SMILES: [CH:1]([CH3:2])([CH3:3])[n:4]1[n:5][cH:6][c:7]2[c:8]1[n:9][c:10]([CH:14]1[CH2:15][NH:16][CH2:17][CH:18]1[CH3:19])[nH:11][c:12]2=[O:13].[n:20]1[cH:21][cH:22][n:23][c:24]2[cH:25][c:26]([CH:30]=[O:31])[cH:27][cH:28][c:29]12>>[CH:1]([CH3:2])([CH3:3])[n:4]1[n:5][cH:6][c:7]2[c:8]1[n:9][c:10]([CH:14]1[CH2:15][N:16]([CH2:30][c:26]3[cH:25][c:24]4[n:23][cH:22][cH:21][n:20][c:29]4[cH:28][cH:27]3)[CH2:17][CH:18]1[CH3:19])[nH:11][c:12]2=[O:13]. Starting materials: Cc1nc2c([nH]1)CCCC2, CC#N, O=C(Cl)c1ccc(F)cc1, O=C(Cc1nc2c([nH]1)CCCC2)c1ccc(F)cc1F. Product: O=C(Cc1nc2c([nH]1)CCCC2)c1ccc(F)cc1. RXN SMILES: [CH3:1][c:2]1[nH:3][c:4]2[c:9]([n:10]1)[CH2:8][CH2:7][CH2:6][CH2:5]2.[CH3:41][C:42]#[N:43].[F:11][c:12]1[cH:13][cH:14][c:15]([C:16]([Cl:17])=[O:18])[cH:19][cH:20]1.[F:21][c:22]1[c:23]([C:29]([CH2:30][c:31]2[n:32][c:33]3[c:34]([nH:35]2)[CH2:36][CH2:37][CH2:38][CH2:39]3)=[O:40])[cH:24][cH:25][c:26]([F:28])[cH:27]1>>[cH:22]1[c:23]([C:29]([CH2:30][c:31]2[nH:32][c:33]3[c:34]([n:35]2)[CH2:36][CH2:37][CH2:38][CH2:39]3)=[O:40])[cH:24][cH:25][c:26]([F:28])[cH:27]1.